Dataset: the Open Reaction Database (ORD), a public repository of structured organic reaction records. Task: describe an organic reaction: reactants, conditions, products, and yield Starting materials: ClCC=1N=CN(C1)C1=CC(=C(C(=C1)OC)OC)OC (4-Chloromethyl-1-(3,4,5-trimethoxyphenyl)imidazole), N1CCNCC1 (piperazine). Yields the product COC=1C=C(C=C(C1OC)OC)N1C=NC(=C1)CN1CCN(CC1)CC=1N=CN(C1)C1=CC(=C(C(=C1)OC)OC)OC (N,N′-bis[[1-(3,4,5-Trimethoxyphenyl)imidazol-4-yl]methyl]piperazine). As a reaction SMILES: Cl[CH2:2][C:3]1[N:4]=[CH:5][N:6]([C:8]2[CH:13]=[C:12]([O:14][CH3:15])[C:11]([O:16][CH3:17])=[C:10]([O:18][CH3:19])[CH:9]=2)[CH:7]=1.[NH:20]1[CH2:25][CH2:24][NH:23][CH2:22][CH2:21]1>>[CH3:19][O:18][C:10]1[CH:9]=[C:8]([N:6]2[CH:7]=[C:3]([CH2:2][N:20]3[CH2:25][CH2:24][N:23]([CH2:2][C:3]4[N:4]=[CH:5][N:6]([C:8]5[CH:9]=[C:10]([O:18][CH3:19])[C:11]([O:16][CH3:17])=[C:12]([O:14][CH3:15])[CH:13]=5)[CH:7]=4)[CH2:22][CH2:21]3)[N:4]=[CH:5]2)[CH:13]=[C:12]([O:14][CH3:15])[C:11]=1[O:16][CH3:17]. Procedure details: 4-Chloromethyl-1-(3,4,5-trimethoxyphenyl)imidazole (87 mg) and piperazine (13 mg) were reacted in the same manner in Example 1 to obtain the title compound as a free base. Procedure: Potassium carbonate (110.4 g, 0.97 mol) was added in one portion to a solution of ethyl 2-(benzylamino)acetate (78 g, 0.4 mol) in tetrahydrofuran (500 mL) and water (200 mL). Ethyl 4-chloro-4-oxobutanoate (72.7 g, 0.485 mol) in anhydrous tetrahydrofuran (200 mL) was then added dropwise over a period of 1 hour to the mixture. The mixture was filtered, and the filtrate was washed with ethyl acetate. After the solvent was removed by evaporation, standard extractive workup with ethyl acetate (100 mL... Yields the product C(C1=CC=CC=C1)N(C(CCC(=O)OCC)=O)CC(=O)OCC (Ethyl 4-(benzyl(2-ethoxy-2-oxoethyl)amino)-4-oxobutanoate). As a reaction SMILES: C(=O)([O-])[O-].[K+].[K+].[CH2:7]([NH:14][CH2:15][C:16]([O:18][CH2:19][CH3:20])=[O:17])[C:8]1[CH:13]=[CH:12][CH:11]=[CH:10][CH:9]=1.Cl[C:22](=[O:30])[CH2:23][CH2:24][C:25]([O:27][CH2:28][CH3:29])=[O:26]>O1CCCC1.O>[CH2:7]([N:14]([CH2:15][C:16]([O:18][CH2:19][CH3:20])=[O:17])[C:22](=[O:30])[CH2:23][CH2:24][C:25]([O:27][CH2:28][CH3:29])=[O:26])[C:8]1[CH:13]=[CH:12][CH:11]=[CH:10][CH:9]=1 |f:0.1.2|. Starting materials: C([O-])([O-])=O.[K+].[K+] (Potassium carbonate), C(C1=CC=CC=C1)NCC(=O)OCC (ethyl 2-(benzylamino)acetate), ClC(CCC(=O)OCC)=O (Ethyl 4-chloro-4-oxobutanoate). The solvent is O1CCCC1 (tetrahydrofuran), O (water), O1CCCC1 (tetrahydrofuran). The yield is 85.6%.